Dataset: the Open Reaction Database (ORD), a public repository of structured organic reaction records. Task: describe an organic reaction: reactants, conditions, products, and yield Starting materials: C(C)(C)O (isopropanol), ClC1=C(C=NC2=CC=C(N=C12)C)C#N (4-chloro-6-methyl-[1,5]naphthyridine-3-carbonitrile). Run in C1CCOC1 (THF), C1CCOC1 (THF). Conditions: temperature -20 celsius, time 30 minute. Product: C(C)(C)OC1=C(C=NC2=CC=C(N=C12)C)C#N (4-Isopropoxy-6-methyl-[1,5]naphthyridine-3-carbonitrile). As a reaction SMILES: [CH:1]([OH:4])([CH3:3])[CH3:2].Cl[C:6]1[C:15]2[C:10](=[CH:11][CH:12]=[C:13]([CH3:16])[N:14]=2)[N:9]=[CH:8][C:7]=1[C:17]#[N:18]>C1COCC1>[CH:1]([O:4][C:6]1[C:15]2[C:10](=[CH:11][CH:12]=[C:13]([CH3:16])[N:14]=2)[N:9]=[CH:8][C:7]=1[C:17]#[N:18])([CH3:3])[CH3:2]. Procedure details: To a 50 mL flask placed with KH (30%, 685 mg, 6.0 mmol, pre-washed with nHex) was added a solution of anhydrous isopropanol (0.76 mL, 10.0 mmol) in anhydrous THF (5 mL) at room temperature under argon. The reaction mixture was cooled to −20° C. 4-chloro-6-methyl-[1,5]naphthyridine-3-carbonitrile (407.0 mg, 2.0 mmol) in THF (8 mL) was added dropwise and the reaction mixture was stirred at −20° C. to r.t for 30 min. The reaction mixture was quenched with sat.NH4Cl and extracted with AcOEt (100 mL×... The reactants are Cc1nc2c(Br)cccc2[nH]1, CO, ClCc1ccccc1, [H-], [Na+], CN(C)C=O. Product: Cc1nc2c(Br)cccc2n1Cc1ccccc1. Reaction SMILES: [Br:9][c:10]1[cH:11][cH:12][cH:13][c:14]2[nH:15][c:16]([CH3:19])[n:17][c:18]12.[CH3:27][OH:28].[Cl:1][CH2:2][c:3]1[cH:4][cH:5][cH:6][cH:7][cH:8]1.[H-:20].[Na+:21].[O:22]=[CH:23][N:24]([CH3:25])[CH3:26]>>[CH2:2]([c:3]1[cH:4][cH:5][cH:6][cH:7][cH:8]1)[n:15]1[c:14]2[cH:13][cH:12][cH:11][c:10]([Br:9])[c:18]2[n:17][c:16]1[CH3:19].